This data is from the Open Reaction Database (ORD), a public repository of structured organic reaction records. The task is: describe an organic reaction: reactants, conditions, products, and yield Starting materials: C(C)(C)(C)[Si](OCCC1=NC=CC(=C1)C(=O)C1=NC=C(C=C1N(S(=O)(=O)C1=CC(=C(C=C1)Cl)C(F)(F)F)COC)Cl)(C)C (N-(2-{2-[2-(tert-butyl-dimethyl-silanyloxy)-ethyl]-pyridine-4-carbonyl}-5-chloro-pyridin-3-yl)-4-chloro-N-methoxymethyl-3-trifluoromethyl-benzenesulfonamide), O (water), O1CCOCC1 (dioxane). Solvent: Cl (HCl). The product is ClC1=C(C=C(C=C1)S(=O)(=O)NC=1C(=NC=C(C1)Cl)C(=O)C1=CC(=NC=C1)OCCO)C(F)(F)F (4-Chloro-N-{5-chloro-2-[2-(2-hydroxy-ethoxy)-pyridine-4-carbonyl]-pyridin-3-yl}-3-trifluoromethyl-benzenesulfonamide). Reaction SMILES: C([Si](C)(C)OCC[C:9]1[CH:14]=[C:13]([C:15]([C:17]2[C:22]([N:23](COC)[S:24]([C:27]3[CH:32]=[CH:31][C:30]([Cl:33])=[C:29]([C:34]([F:37])([F:36])[F:35])[CH:28]=3)(=[O:26])=[O:25])=[CH:21][C:20]([Cl:41])=[CH:19][N:18]=2)=[O:16])[CH:12]=[CH:11][N:10]=1)(C)(C)C.O.[O:45]1CC[O:48][CH2:47][CH2:46]1>Cl>[Cl:33][C:30]1[CH:31]=[CH:32][C:27]([S:24]([NH:23][C:22]2[C:17]([C:15]([C:13]3[CH:12]=[CH:11][N:10]=[C:9]([O:45][CH2:46][CH2:47][OH:48])[CH:14]=3)=[O:16])=[N:18][CH:19]=[C:20]([Cl:41])[CH:21]=2)(=[O:25])=[O:26])=[CH:28][C:29]=1[C:34]([F:37])([F:36])[F:35]. Procedure: A solution of N-(2-{2-[2-(tert-butyl-dimethyl-silanyloxy)-ethyl]-pyridine-4-carbonyl}-5-chloro-pyridin-3-yl)-4-chloro-N-methoxymethyl-3-trifluoromethyl-benzenesulfonamide in 4N HCl in dioxane (4 mL) and water (1 mL) was stirred at 100° C. for overnight. The reaction mixture was cooled to room temperature, evaporated to dryness and treated with saturated aqueous NaHCO3 solution till pH 7-8. The mixture was extracted with EtOAc (2×25 mL), dried (anhydrous Na2SO4) and concentrated. The crude produc... The reactants are [OH-].[Na+] (Sodium hydroxide), Cl (hydrogen chloride), C(C)(C)(C)C=1C=C(C=CC1)C1N(CCC(C1)C(CC(=O)OCC)=O)C(=O)OC (Methyl 2-(3-tert-butylphenyl)-4-(3-ethoxy-3-oxopropanoyl)piperidine-1-carboxylate), NO (Hydroxylamine). Solvent: O (water), CO (MeOH). Conditions: temperature -40 celsius, time 20 minute. The product is C(C)(C)(C)C=1C=C(C=CC1)[C@@H]1N(CC[C@@H](C1)C1=CC(NO1)=O)C(=O)OC (Cis-methyl 2-(3-tert-butylphenyl)-4-(3-oxo-2,3-dihydroisoxazol-5-yl)piperidine-1-carboxylate). Isolated yield 23.9%. RXN SMILES: [C:1]([C:5]1[CH:6]=[C:7]([CH:11]2[CH2:16][CH:15]([C:17](=[O:24])[CH2:18][C:19](OCC)=[O:20])[CH2:14][CH2:13][N:12]2[C:25]([O:27][CH3:28])=[O:26])[CH:8]=[CH:9][CH:10]=1)([CH3:4])([CH3:3])[CH3:2].[OH-].[Na+].[NH2:31]O.Cl>CO.O>[C:1]([C:5]1[CH:6]=[C:7]([C@H:11]2[CH2:16][C@@H:15]([C:17]3[O:24][NH:31][C:19](=[O:20])[CH:18]=3)[CH2:14][CH2:13][N:12]2[C:25]([O:27][CH3:28])=[O:26])[CH:8]=[CH:9][CH:10]=1)([CH3:4])([CH3:3])[CH3:2] |f:1.2|. Procedure: Methyl 2-(3-tert-butylphenyl)-4-(3-ethoxy-3-oxopropanoyl)piperidine-1-carboxylate (3.14 g, 8.06 mmol) was dissolved in MeOH (50 mL) and cooled to −40° C. under nitrogen. Sodium hydroxide (0.322 g, 8.06 mmol) dissolved in water (5.00 mL) was added during 5 min and the colourless mixture continued to stir at −40° C. for 20 min. Hydroxylamine (50% by weight in water, 0.494 mL, 8.06 mmol) was added during 8 min. The resulting solution was stirred at −55° C. for 6 h 30 min. The mixture was then trans... Reactants: NCCCO (3-amino-1-propanol), C(C)(C)(C)OC(=O)SC1=NC(=CC(=N1)C)C (S-tert-butoxycarbonyl-4,6-dimethyl-2-mercaptopyrimdine). Solvent: CO (methanol). Run at time 6 hour. Product: C(C)(C)(C)OC(=O)NCCCO (3-tert-butoxycarbonylamino-1-propanol). Isolated yield 84.2%. RXN SMILES: [NH2:1][CH2:2][CH2:3][CH2:4][OH:5].[C:6]([O:10][C:11](SC1N=C(C)C=C(C)N=1)=[O:12])([CH3:9])([CH3:8])[CH3:7]>CO>[C:6]([O:10][C:11]([NH:1][CH2:2][CH2:3][CH2:4][OH:5])=[O:12])([CH3:9])([CH3:8])[CH3:7]. Procedure details: Into 30 ml of methanol, was dissolved 1.5 g (20 mmoles) of 3-amino-1-propanol followed by the addition of 4.8 g (20 mmoles) of S-tert-butoxycarbonyl-4,6-dimethyl-2-mercaptopyrimdine (a product of Kokusan Kagaku Co.). After stirring for 6 hours, the reaction mixture was evaporated to drynes, dissolved in 200 ml of chloroform, and washed with 200 ml of water. The chloroform layer was concentrated and subjected to column chromatography using 300 g of silica gel (Wako Gel® C-200) and a toluene-ethyl... Reactants: CCO, COC(=O)C1CCC(c2ccc(Cl)cc2)CC1, [H][H]. The product is COC(=O)C1CCC(c2ccccc2)CC1. RXN SMILES: [CH3:20][CH2:21][OH:22].[Cl:1][c:2]1[cH:3][cH:4][c:5]([CH:8]2[CH2:9][CH2:10][CH:11]([C:14](=[O:15])[O:16][CH3:17])[CH2:12][CH2:13]2)[cH:6][cH:7]1.[H:18][H:19]>>[cH:2]1[cH:3][cH:4][c:5]([CH:8]2[CH2:9][CH2:10][CH:11]([C:14](=[O:15])[O:16][CH3:17])[CH2:12][CH2:13]2)[cH:6][cH:7]1. Starting materials: C(C)(C)(C)P(C(C)(C)C)C(C)(C)C (tri-tert-butylphosphine), BrC1=C(C=CC(=N1)C(=O)OC)F (methyl 6-bromo-5-fluoropicolinate), C(C1=CC=CC=C1)OC=1C(=C(C(=CC1)F)B(O)O)F (3-(benzyloxy)-2,6-difluorophenylboronic acid), [F-].[K+] (potassium fluoride). The reagents and catalysts are C=1C=CC(=CC1)/C=C/C(=O)/C=C/C2=CC=CC=C2.C=1C=CC(=CC1)/C=C/C(=O)/C=C/C2=CC=CC=C2.C=1C=CC(=CC1)/C=C/C(=O)/C=C/C2=CC=CC=C2.[Pd].[Pd] (Pd2(dba)3). The solvent is C1CCOC1 (THF), O (water). Conditions: temperature 80 celsius. Yields the product C(C1=CC=CC=C1)OC=1C(=C(C(=CC1)F)C1=C(C=CC(=N1)C(=O)OC)F)F (methyl 6-(3-(benzyloxy)-2,6-difluorophenyl)-5-fluoropicolinate). RXN SMILES: Br[C:2]1[N:7]=[C:6]([C:8]([O:10][CH3:11])=[O:9])[CH:5]=[CH:4][C:3]=1[F:12].[CH2:13]([O:20][C:21]1[C:22]([F:31])=[C:23](B(O)O)[C:24]([F:27])=[CH:25][CH:26]=1)[C:14]1[CH:19]=[CH:18][CH:17]=[CH:16][CH:15]=1.[F-].[K+].C(P(C(C)(C)C)C(C)(C)C)(C)(C)C>C1COCC1.O.C1C=CC(/C=C/C(/C=C/C2C=CC=CC=2)=O)=CC=1.C1C=CC(/C=C/C(/C=C/C2C=CC=CC=2)=O)=CC=1.C1C=CC(/C=C/C(/C=C/C2C=CC=CC=2)=O)=CC=1.[Pd].[Pd]>[CH2:13]([O:20][C:21]1[C:22]([F:31])=[C:23]([C:2]2[N:7]=[C:6]([C:8]([O:10][CH3:11])=[O:9])[CH:5]=[CH:4][C:3]=2[F:12])[C:24]([F:27])=[CH:25][CH:26]=1)[C:14]1[CH:15]=[CH:16][CH:17]=[CH:18][CH:19]=1 |f:2.3,7.8.9.10.11|. Procedure details: To a solution of methyl 6-bromo-5-fluoropicolinate (1.0 equiv.) in THF and water (10:1, 0.1 M) was added 3-(benzyloxy)-2,6-difluorophenylboronic acid (2.5 equiv.) and potassium fluoride (3.3 equiv.). The reaction was degassed with nitrogen, then Pd2(dba)3 (0.25 equiv.) and tri-tert-butylphosphine (0.5 equiv.) were added and the reaction was heated to 80° C. for one hour. LC/MS analysis indicated complete conversion of the starting material to product. The reaction was cooled to room temperature,... Reactants: CC1=CC=C(C=C1)S(=O)(=O)OC[C@H](CC[C@@H](C(C)(C)OC(C)OCC)F)[C@H]1CC[C@H]2[C@@H]3CC=C4C[C@H](C[C@@H]([C@]4(C)[C@H]3CC[C@]12C)OC1OCCCC1)OC1OCCCC1 ([1α,3β,24S]-1,3-bis[(tetrahydro-2H-pyran-2-yl)oxy]-25-(1-ethoxyethoxy)-24-fluorocholest-5-en-21-ol 21-(4-methylbenzenesulfonate)), [I-].[Na+] (sodium iodide), C(Cl)Cl (methylene chloride), O (water). Solvent: CC(=O)C (acetone). Product: O1C(CCCC1)O[C@H]1C[C@@H](CC2=CC[C@H]3[C@@H]4CC[C@H]([C@@H](CC[C@@H](C(C)(C)OC(C)OCC)F)CI)[C@]4(CC[C@@H]3[C@@]12C)C)OC1OCCCC1 ([1α,3β,24S]-1,3-bis[(tetrahydro-2H-pyran-2-yl)oxy]-25-(1-ethoxyethoxy)-24-fluoro-21-iodocholest-5-ene). As a reaction SMILES: CC1C=CC(S(O[CH2:12][C@@H:13]([C@@H:27]2[C@:44]3([CH3:45])[C@H:30]([C@H:31]4[C@H:41]([CH2:42][CH2:43]3)[C@:39]3([CH3:40])[C:34]([CH2:35][C@@H:36]([O:53][CH:54]5[CH2:59][CH2:58][CH2:57][CH2:56][O:55]5)[CH2:37][C@@H:38]3[O:46][CH:47]3[CH2:52][CH2:51][CH2:50][CH2:49][O:48]3)=[CH:33][CH2:32]4)[CH2:29][CH2:28]2)[CH2:14][CH2:15][C@H:16]([F:26])[C:17]([O:20][CH:21]([O:23][CH2:24][CH3:25])[CH3:22])([CH3:19])[CH3:18])(=O)=O)=CC=1.[I-:60].[Na+].O.C(Cl)Cl>CC(C)=O>[O:48]1[CH2:49][CH2:50][CH2:51][CH2:52][CH:47]1[O:46][C@@H:38]1[C@@:39]2([CH3:40])[C:34](=[CH:33][CH2:32][C@@H:31]3[C@@H:41]2[CH2:42][CH2:43][C@@:44]2([CH3:45])[C@H:30]3[CH2:29][CH2:28][C@@H:27]2[C@H:13]([CH2:12][I:60])[CH2:14][CH2:15][C@H:16]([F:26])[C:17]([O:20][CH:21]([O:23][CH2:24][CH3:25])[CH3:22])([CH3:19])[CH3:18])[CH2:35][C@@H:36]([O:53][CH:54]2[CH2:59][CH2:58][CH2:57][CH2:56][O:55]2)[CH2:37]1 |f:1.2|. Reported procedure: A mixture of 0.220 g. (0.00026 mole) of [1α,3β,24S]-1,3-bis[(tetrahydro-2H-pyran-2-yl)oxy]-25-(1-ethoxyethoxy)-24-fluorocholest-5-en-21-ol 21-(4-methylbenzenesulfonate), and 0.165 g. (0.0011 mole) of sodium iodide in 2 ml of acetone was heated at 50° for 18 hr and cooled. The mixture was poured into water and the product was isolated with methylene chloride. The organic layers were washed with aqueous sodium sulfite solution, and saturated aqueous sodium bicarbonate solution. The organic layers ... Starting materials: BrCCOCC=1C=C(C#N)C=CC1 (3-[(2-bromoethoxy)methyl]benzonitrile), OC1=CC=C(C=C1)CCO (2-(4-hydroxyphenyl)ethanol), C([O-])([O-])=O.[K+].[K+] (potassium carbonate). The solvent is CN(C=O)C (N,N-dimethylformamide). Reaction conditions: temperature 60 celsius. Yields the product OCCC1=CC=C(OCCOCC=2C=C(C#N)C=CC2)C=C1 (3-({2-[4-(2-Hydroxyethyl)phenoxy]ethoxy}methyl)benzonitrile). Yield: 81.6%. RXN SMILES: Br[CH2:2][CH2:3][O:4][CH2:5][C:6]1[CH:7]=[C:8]([CH:11]=[CH:12][CH:13]=1)[C:9]#[N:10].[OH:14][C:15]1[CH:20]=[CH:19][C:18]([CH2:21][CH2:22][OH:23])=[CH:17][CH:16]=1.C(=O)([O-])[O-].[K+].[K+]>CN(C)C=O>[OH:23][CH2:22][CH2:21][C:18]1[CH:19]=[CH:20][C:15]([O:14][CH2:2][CH2:3][O:4][CH2:5][C:6]2[CH:7]=[C:8]([CH:11]=[CH:12][CH:13]=2)[C:9]#[N:10])=[CH:16][CH:17]=1 |f:2.3.4|. Reported procedure: A mixture of 3-[(2-bromoethoxy)methyl]benzonitrile (5.00 g), 2-(4-hydroxyphenyl)ethanol (3.45 g), and potassium carbonate (5.76 g) in N,N-dimethylformamide (30 ml) was heated at 60° C. for 66 h. The mixture was allowed to cool and partitioned between ethyl acetate and 2N HCl. The aqueous phase was extracted with ethyl acetate and the combined organic phase washed with 2N NaOH, brine, dried (MgSO4) and concentrated in vacuo. The residue was purified by chromatography (SPE, eluted with gradient be...